Dataset: the Open Reaction Database (ORD), a public repository of structured organic reaction records. Task: describe an organic reaction: reactants, conditions, products, and yield Starting materials: COc1ccc(C(=O)O)cc1, CCCCN1CCNCC1. The reagents and catalysts are CCN=C=NCCCN(C)C.Cl (EDC-HCl), CCOC(=O)C(=NO)C#N (Oxyma). The solvent is CN(C)C=O (DMF), CN(C)C=O (DMF), CN(C)C=O (DMF), CN(C)C=O (DMF), CN(C)C=O (DMF), CN(C)C=O (DMF). Conditions: temperature 25 celsius, time 2 hour. Product: CCCCN1CCN(C(=O)c2ccc(OC)cc2)CC1. The yield is 67.7%. As a reaction SMILES: CCCCN1CCNCC1.COc1ccc(C(=O)O)cc1.CCN=C=NCCCN(C)C.Cl.CCOC(=O)C(=NO)C#N.CN(C)C=O>>CCCCN1CCN(C(=O)c2ccc(OC)cc2)CC1. Starting materials: CC(C)(C)OC(=O)Nc1cc(N2CCCC2)c(F)cc1NC(=O)CC(=O)c1ccnc(C#N)c1, ClCCl, O=C(O)C(F)(F)F. The product is N#Cc1cc(C2=Nc3cc(N4CCCC4)c(F)cc3NC(=O)C2)ccn1. RXN SMILES: [C:1]([O:2][C:3](=[O:4])[NH:7][c:8]1[c:9]([NH:20][C:21]([CH2:22][C:23](=[O:5])[c:25]2[cH:26][c:27]([C:31]#[N:32])[n:28][cH:29][cH:30]2)=[O:33])[cH:10][c:11]([F:19])[c:12]([N:14]2[CH2:15][CH2:16][CH2:17][CH2:18]2)[cH:13]1)([CH3:6])([CH3:24])[CH3:34].[Cl:42][CH2:43][Cl:44].[F:35][C:36]([F:37])([F:38])[C:39]([OH:40])=[O:41]>>[N:7]1=[C:23]([c:25]2[cH:26][c:27]([C:31]#[N:32])[n:28][cH:29][cH:30]2)[CH2:22][C:21](=[O:33])[NH:20][c:9]2[c:8]1[cH:13][c:12]([N:14]1[CH2:15][CH2:16][CH2:17][CH2:18]1)[c:11]([F:19])[cH:10]2. The reactants are COC=1C=CC2=C(SC(=C2)B(O)O)C1 (6-methoxybenzo[b]thiophene-2-boronic acid), [Al] (aluminum), C(=O)([O-])[O-].[Na+].[Na+] (Na2CO3), C(C)(C)(C)OC1=CC=C(C=C1)Br (4-tert-butoxybromobenzene). Reagents/catalysts: C=1C=CC(=CC1)[P](C=2C=CC=CC2)(C=3C=CC=CC3)[Pd]([P](C=4C=CC=CC4)(C=5C=CC=CC5)C=6C=CC=CC6)([P](C=7C=CC=CC7)(C=8C=CC=CC8)C=9C=CC=CC9)[P](C=1C=CC=CC1)(C=1C=CC=CC1)C=1C=CC=CC1 (Pd(PPh3)4). The solvent is C1CCOC1 (THF). Yields the product C(C)(C)(C)OC1=CC=C(C=C1)C1=CC2=C(S1)C=C(C=C2)OC (2-(4-tert-Butoxyphenyl)-6-methoxy-benzo[b]thiophene). RXN SMILES: [CH3:1][O:2][C:3]1[CH:4]=[CH:5][C:6]2[CH:10]=[C:9](B(O)O)[S:8][C:7]=2[CH:14]=1.[C:15]([O:19][C:20]1[CH:25]=[CH:24][C:23](Br)=[CH:22][CH:21]=1)([CH3:18])([CH3:17])[CH3:16].C([O-])([O-])=O.[Na+].[Na+].[Al]>C1COCC1.C1C=CC([P]([Pd]([P](C2C=CC=CC=2)(C2C=CC=CC=2)C2C=CC=CC=2)([P](C2C=CC=CC=2)(C2C=CC=CC=2)C2C=CC=CC=2)[P](C2C=CC=CC=2)(C2C=CC=CC=2)C2C=CC=CC=2)(C2C=CC=CC=2)C2C=CC=CC=2)=CC=1>[C:15]([O:19][C:20]1[CH:25]=[CH:24][C:23]([C:9]2[S:8][C:7]3[CH:14]=[C:3]([O:2][CH3:1])[CH:4]=[CH:5][C:6]=3[CH:10]=2)=[CH:22][CH:21]=1)([CH3:18])([CH3:16])[CH3:17] |f:2.3.4,^1:42,44,63,82|. Procedure: A solution of 6-methoxybenzo[b]thiophene-2-boronic acid (8.87 g, 42.6 mmol) and 4-tert-butoxybromobenzene (U.S. Pat. No. 540,851; 10.25 g, 44.7 mmol) in 400 mL of THF was treated with Pd(PPh3)4 (1.9 g, 1.64 mmol) and 45 mL of 2 N aqueous Na2CO3. The reaction vessel was covered with aluminum foil to keep out light, and the mixture was heated at reflux overnight. After cooling to ambient temperature, the layers were separated, and the aqueous layer was extracted with EtOAc (3×50 mL). The combined ... The reactants are Cc1cccc(C)c1NCc1nnc(S)o1, ClCCl, CI, [Na+], [OH-], O. The product is CSc1nnc(CNc2c(C)cccc2C)o1. RXN SMILES: [CH3:1][c:2]1[c:3]([NH:9][CH2:10][c:11]2[o:12][c:13]([SH:16])[n:14][n:15]2)[c:4]([CH3:8])[cH:5][cH:6][cH:7]1.[Cl:22][CH2:23][Cl:24].[I:19][CH3:20].[Na+:18].[OH-:17].[OH2:21]>>[CH3:1][c:2]1[c:3]([NH:9][CH2:10][c:11]2[o:12][c:13]([S:16][CH3:20])[n:14][n:15]2)[c:4]([CH3:8])[cH:5][cH:6][cH:7]1. The reactants are CC1=C(C(=NO1)C1=CC=CC=C1)COC=1C=CC(=NC1)C(=O)O (5-(5-methyl-3-phenyl-isoxazol-4-ylmethoxy)-pyridine-2-carboxylic acid), NN1CCOCC1 (N-aminomorpholine). Yields the product N1(CCOCC1)NC(=O)C1=NC=C(C=C1)OCC=1C(=NOC1C)C1=CC=CC=C1 (5-(5-Methyl-3-phenyl-isoxazol-4-ylmethoxy)-pyridine-2-carboxylic acid morpholin-4-ylamide). Yield: 49.0%. Reaction SMILES: [CH3:1][C:2]1[O:6][N:5]=[C:4]([C:7]2[CH:12]=[CH:11][CH:10]=[CH:9][CH:8]=2)[C:3]=1[CH2:13][O:14][C:15]1[CH:16]=[CH:17][C:18]([C:21]([OH:23])=O)=[N:19][CH:20]=1.[NH2:24][N:25]1[CH2:30][CH2:29][O:28][CH2:27][CH2:26]1>>[N:25]1([NH:24][C:21]([C:18]2[CH:17]=[CH:16][C:15]([O:14][CH2:13][C:3]3[C:4]([C:7]4[CH:8]=[CH:9][CH:10]=[CH:11][CH:12]=4)=[N:5][O:6][C:2]=3[CH3:1])=[CH:20][N:19]=2)=[O:23])[CH2:30][CH2:29][O:28][CH2:27][CH2:26]1. Procedure: As described for example 4c, 5-(5-methyl-3-phenyl-isoxazol-4-ylmethoxy)-pyridine-2-carboxylic acid (100 mg, 0.32 mmol) was converted, using N-aminomorpholine instead of N,N-dimethylhydrazine, to the title compound (62 mg, 49%) which was obtained as a light yellow oil. MS: m/e=395.3 [M+H]+. Reactants: CCCCC, CCOCC, FC(F)Cl, [Na+], C1COCCO1, [OH-], O, Sc1ccccc1. Yields the product FC(F)Sc1ccccc1. As a reaction SMILES: [CH3:14][CH2:15][CH2:16][CH2:17][CH3:18].[CH3:19][CH2:20][O:21][CH2:22][CH3:23].[Cl:10][CH:11]([F:12])[F:13].[Na+:2].[O:25]1[CH2:26][CH2:27][O:28][CH2:29][CH2:30]1.[OH-:1].[OH2:24].[SH:3][c:4]1[cH:5][cH:6][cH:7][cH:8][cH:9]1>>[S:3]([c:4]1[cH:5][cH:6][cH:7][cH:8][cH:9]1)[CH:11]([F:12])[F:13]. Reactants: NC1=C(C=CC(=C1)[N+](=O)[O-])S (2-Amino-4-nitrobenzenethiol), C(C1=CN=CC=C1)(=O)O (nicotinic acid). Solvent: C(Cl)(Cl)Cl (CHCl3). The product is [N+](=O)([O-])C=1C=CC2=C(N=C(S2)C=2C=NC=CC2)C1 (5-Nitro-2-(3-pyridinyl)benzothiazole). Isolated yield 44.0%. RXN SMILES: [NH2:1][C:2]1[CH:7]=[C:6]([N+:8]([O-:10])=[O:9])[CH:5]=[CH:4][C:3]=1[SH:11].[C:12](O)(=O)[C:13]1[CH:18]=[CH:17][CH:16]=[N:15][CH:14]=1>C(Cl)(Cl)Cl>[N+:8]([C:6]1[CH:5]=[CH:4][C:3]2[S:11][C:12]([C:13]3[CH:14]=[N:15][CH:16]=[CH:17][CH:18]=3)=[N:1][C:2]=2[CH:7]=1)([O-:10])=[O:9]. Procedure: 2-Amino-4-nitrobenzenethiol,17 g, 0.10 mole, and nicotinic acid, 18.7 g, 0.15 mole, are heated 2 hours at reflux in 250 cc of CHCl3 containing 100 g of PPE. The solution is concentrated in vacuo, and the residue slurried in H2O. The pH is adjusted to 11 with 50% NaOH solution. The precipitate is filtered, washed with H2O and dried in vacuo to yield 11.2 g of tan solid m.p. 196°-198°, 44% of theory.